From a dataset of the Open Reaction Database (ORD), a public repository of structured organic reaction records. describe an organic reaction: reactants, conditions, products, and yield The reactants are CCOC(=O)C1CC(OS(C)(=O)=O)CC1COc1ccc(Cl)cc1, Sc1ccccc1Cl, Cl, [H-], [Na+], C1CCOC1. The product is CCOC(=O)C1CC(Sc2ccccc2Cl)CC1COc1ccc(Cl)cc1. Reaction SMILES: [CH2:11]([CH3:12])[O:13][C:14](=[O:15])[CH:16]1[CH:17]([CH2:26][O:27][c:28]2[cH:29][cH:30][c:31]([Cl:34])[cH:32][cH:33]2)[CH2:18][CH:19]([O:21][S:22]([CH3:23])(=[O:24])=[O:25])[CH2:20]1.[Cl:1][c:2]1[c:3]([SH:8])[cH:4][cH:5][cH:6][cH:7]1.[ClH:35].[H-:9].[Na+:10].[O:36]1[CH2:37][CH2:38][CH2:39][CH2:40]1>>[Cl:1][c:2]1[c:3]([S:8][CH:19]2[CH2:18][CH:17]([CH2:26][O:27][c:28]3[cH:29][cH:30][c:31]([Cl:34])[cH:32][cH:33]3)[CH:16]([C:14]([O:13][CH2:11][CH3:12])=[O:15])[CH2:20]2)[cH:4][cH:5][cH:6][cH:7]1. The reactants are [BH4-].[Na+].OCC=1SC(=CC1)[N+](=O)[O-] (2-hydroxymethyl-5-nitro-thiophene Sodium borohydride), [N+](=O)([O-])C1=CC=C(S1)C=O (5-nitro-2-thiophenecarboxaldehyde). Solvent: O1CCCC1 (tetrahydrofuran). Yields the product OCC=1SC(=CC1)[N+](=O)[O-] (2-hydroxymethyl-5-nitro-thiophene). The yield is 81.2%. RXN SMILES: [BH4-].[Na+].[OH:3][CH2:4][C:5]1[S:6][C:7]([N+:10]([O-:12])=[O:11])=[CH:8][CH:9]=1.[N+](C1SC(C=O)=CC=1)([O-])=O>O1CCCC1>[OH:3][CH2:4][C:5]1[S:6][C:7]([N+:10]([O-:12])=[O:11])=[CH:8][CH:9]=1 |f:0.1.2|. Procedure: Preparation of 2-hydroxymethyl-5-nitro-thiophene Sodium borohydride (5.50 g, 145.4 mmol;) was added to a stirred, cooled solution of 5-nitro-2-thiophenecarboxaldehyde (22.0 g, 140.0 mmol) in tetrahydrofuran (500 ml). The resulting mixture was quenched with saturated aqueous ammonium chloride and warmed to room temperature. Tetrahydrofuran was removed at reduced pressure and the remaining aqueous layer was extracted with ethyl acetate. The organic layer was washed with brine and dried over magnes... Starting materials: O1CCOC2=C1C=CC(=C2)C(CC(=O)OCC)(C)C2=CNC1=C(C=CC=C21)CSC (Ethyl 3-(2,3-dihydro-1,4-benzodioxin-6-yl)-3-{7-[(methylsulfanyl)methyl]-1H-indol-3-yl}butanoate), solution, [H-].[Al+3].[Li+].[H-].[H-].[H-] (lithium aluminum hydride), O (water), C(C)#N (acetonitrile). Run in O1CCCC1 (tetrahydrofuran), O1CCCC1 (tetrahydrofuran), O1CCCC1 (tetrahydrofuran). Run at temperature 60 celsius, time 1 hour. Product: O1CCOC2=C1C=CC(=C2)C(CCO)(C)C2=CNC1=C(C=CC=C21)CSC (3-(2,3-Dihydro-1,4-benzodioxin-6-yl)-3-{7-[(methylsulfanyl)methyl]-1H-indol-3-yl}butan-1-ol). As a reaction SMILES: [O:1]1[C:6]2[CH:7]=[CH:8][C:9]([C:11]([C:19]3[C:27]4[C:22](=[C:23]([CH2:28][S:29][CH3:30])[CH:24]=[CH:25][CH:26]=4)[NH:21][CH:20]=3)([CH3:18])[CH2:12][C:13](OCC)=[O:14])=[CH:10][C:5]=2[O:4][CH2:3][CH2:2]1.[H-].[Al+3].[Li+].[H-].[H-].[H-].O.C(#N)C>O1CCCC1>[O:1]1[C:6]2[CH:7]=[CH:8][C:9]([C:11]([C:19]3[C:27]4[C:22](=[C:23]([CH2:28][S:29][CH3:30])[CH:24]=[CH:25][CH:26]=4)[NH:21][CH:20]=3)([CH3:18])[CH2:12][CH2:13][OH:14])=[CH:10][C:5]=2[O:4][CH2:3][CH2:2]1 |f:1.2.3.4.5.6|. Procedure details: A solution of 625 mg (1.47 mmol) of the compound from Example 106A in 3 ml of tetrahydrofuran was added dropwise to 5.14 ml (5.14 mmol) of a 1N solution of lithium aluminum hydride in tetrahydrofuran in 6 ml of tetrahydrofuran at RT under argon. The mixture was stirred at 60° C. for 1 h and then mixed with water and acetonitrile, and the suspension was filtered through kieselguhr. The solvents were removed in a rotary evaporator, and the residue was purified by preparative HPLC (mobile phase: ac...